This data is from the Open Reaction Database (ORD), a public repository of structured organic reaction records. The task is: describe an organic reaction: reactants, conditions, products, and yield Reactants: ice water, ClC(=O)OCC (ethyl chloroformate), CC1=C(C(CCC1=O)(C)C)/C=C/C(C)O (4-oxo-β-ionol), N1=CC=CC=C1 (pyridine). Run in ClCCl (dichloromethane), ClCCl (dichloromethane). Conditions: temperature 7.5 celsius, time 2 hour. Product: C(C)OC(O)=O.OC(C=CC1=C(C(CCC1(C)C)=O)C)C (3-(3-hydroxy-1-butenyl)-2,4,4-trimethyl-2-cyclohexen-1-one ethyl carbonate). Reaction SMILES: Cl[C:2]([O:4][CH2:5][CH3:6])=[O:3].[CH3:7][C:8]1[C:13](=[O:14])[CH2:12][CH2:11][C:10]([CH3:16])([CH3:15])[C:9]=1/[CH:17]=[CH:18]/[CH:19]([OH:21])[CH3:20].N1C=CC=CC=1>ClCCl>[CH2:5]([O:4][C:2](=[O:14])[OH:3])[CH3:6].[OH:21][CH:19]([CH3:20])[CH:18]=[CH:17][C:9]1[C:10]([CH3:15])([CH3:16])[CH2:11][CH2:12][C:13](=[O:14])[C:8]=1[CH3:7] |f:4.5|. Procedure details: A solution of ethyl chloroformate (1.74g, 0.016 mol in dichloromethane (10mL) was added dropwise over a 1 hour period to a cold (5° C.) solution of 4-oxo-β-ionol (3.33g, 0.016 mol, which may be prepared as described by R. Kaiser and D. Lamparsky, Helv. Chim. Acta, 1978, 61, 2328-2335), pyridine (1.28g, 0.016 mol) and dichloromethane (30mL). After stirring the mixture at 5-10° C. for 2 hours it was added to ice water (20mL). The organic layer was washed with 5% phosphoric acid solution until neut... The reactants are NC1=CC=CC=C1 (aniline), CC(N=C=NC(C)C)C (DIC), C(C)(C)(C)OC(=O)N1CCC=2N(C=3C=CC(=C(C3C2CC1)Cl)Cl)CC(=O)O ([3-(tert-butoxycarbonyl)-9,10-dichloro-2,3,4,5-tetrahydroazepino[4,5-b]indol-6(1H)-yl]acetic acid). Reagents/catalysts: CN(C)C=1C=CN=CC1 (DMAP). The solvent is C1CCOC1 (THF), CCOC(=O)C (EtOAc). Conditions: time 24 hour. The product is N(C1=CC=CC=C1)C(CN1C2=C(C=3C(=C(C=CC13)Cl)Cl)CCN(CC2)C(=O)OC(C)(C)C)=O (tert-Butyl 6-(2-anilino-2-oxoethyl)-9,10-dichloro-1,4,5,6-tetrahydroazepino[4,5-b]indole-3(2H)-carboxylate). The yield is 68.2%. Reaction SMILES: [NH2:1][C:2]1[CH:7]=[CH:6][CH:5]=[CH:4][CH:3]=1.CC(C)N=C=NC(C)C.[C:17]([O:21][C:22]([N:24]1[CH2:37][CH2:36][C:35]2[C:34]3[C:33]([Cl:38])=[C:32]([Cl:39])[CH:31]=[CH:30][C:29]=3[N:28]([CH2:40][C:41](O)=[O:42])[C:27]=2[CH2:26][CH2:25]1)=[O:23])([CH3:20])([CH3:19])[CH3:18]>CN(C1C=CN=CC=1)C.C1COCC1.CCOC(C)=O>[NH:1]([C:41](=[O:42])[CH2:40][N:28]1[C:29]2[CH:30]=[CH:31][C:32]([Cl:39])=[C:33]([Cl:38])[C:34]=2[C:35]2[CH2:36][CH2:37][N:24]([C:22]([O:21][C:17]([CH3:19])([CH3:18])[CH3:20])=[O:23])[CH2:25][CH2:26][C:27]1=2)[C:2]1[CH:7]=[CH:6][CH:5]=[CH:4][CH:3]=1. Procedure details: DMAP (60 mg, 0.49 mmol), aniline (0.050 mL, 0.55 mmol) and DIC (0.084 mL, 0.54 mmol) were added to the solution of crude [3-(tert-butoxycarbonyl)-9,10-dichloro-2,3,4,5-tetrahydroazepino[4,5-b]indol-6(1H)-yl]acetic acid (0.20 g, 0.48 mmol) in dry THF (2.5 mL). After 24 h, the reaction was diluted with EtOAc followed by washing with 10% aqueous citric acid (20 mL), saturated aqueous NaHCO3 (20 mL), and brine (20 mL). The organic layer was then dried over Na2SO4, decanted, and concentrated. The cru... The reactants are O=S(=O)(O)O, CCC(=O)c1ccccc1. The product is O=C1CCc2ccccc21. Reaction SMILES: [S:1](=[O:2])(=[O:3])([OH:4])[OH:5].[c:6]1([C:12]([CH2:13][CH3:14])=[O:15])[cH:7][cH:8][cH:9][cH:10][cH:11]1>>[c:6]12[cH:7][cH:8][cH:9][cH:10][c:11]1[CH2:14][CH2:13][C:12]2=[O:15]. Reactants: CC(C)(C#N)c1ccc(C#N)cc1, C1CCOC1, COCCO[AlH2-]OCCOC, [Na+]. Yields the product CC(C)(C#N)c1ccc(CN)cc1. Reaction SMILES: [C:1](#[N:2])[C:3]([CH3:4])([CH3:5])[c:6]1[cH:7][cH:8][c:9]([C:10]#[N:11])[cH:12][cH:13]1.[CH2:26]1[O:27][CH2:28][CH2:29][CH2:30]1.[CH3:15][O:16][CH2:17][CH2:18][O:19][AlH2-:20][O:21][CH2:22][CH2:23][O:24][CH3:25].[Na+:14]>>[C:1](#[N:2])[C:3]([CH3:4])([CH3:5])[c:6]1[cH:7][cH:8][c:9]([CH2:10][NH2:11])[cH:12][cH:13]1. Starting materials: BrN1C(CCC1=O)=O (N-bromosuccinimide), C(C1=CC=CC=C1)OC[C@@H]1OC(O[C@H]1COCC1=CC=CC=C1)C1=CC=CC=C1 ((4S,5S)-4,5-dibenzyloxymethyl-2-phenyl-1,3-dioxolan). The solvent is ClC(Cl)(Cl)Cl (tetrachloromethane), ClC(Cl)(Cl)Cl (tetrachloromethane). Conditions: temperature 4 celsius, time 3 day. The product is C(C1=CC=CC=C1)(=O)O[C@@H](COCC1=CC=CC=C1)[C@@H](COCC1=CC=CC=C1)Br ((2S,3R)-2-benzoyloxy-1,4-dibenzyloxy-3-bromobutane). As a reaction SMILES: [Br:1]N1C(=O)CCC1=O.[CH2:9]([O:16][CH2:17][C@H:18]1[C@H:22]([CH2:23][O:24][CH2:25][C:26]2[CH:31]=[CH:30][CH:29]=[CH:28][CH:27]=2)[O:21][CH:20]([C:32]2[CH:37]=[CH:36][CH:35]=[CH:34][CH:33]=2)[O:19]1)[C:10]1[CH:15]=[CH:14][CH:13]=[CH:12][CH:11]=1>ClC(Cl)(Cl)Cl>[C:20]([O:19][C@H:18]([C@H:22]([Br:1])[CH2:23][O:24][CH2:25][C:26]1[CH:31]=[CH:30][CH:29]=[CH:28][CH:27]=1)[CH2:17][O:16][CH2:9][C:10]1[CH:15]=[CH:14][CH:13]=[CH:12][CH:11]=1)(=[O:21])[C:32]1[CH:37]=[CH:36][CH:35]=[CH:34][CH:33]=1. Procedure: 10.9 g (61.2 mMol) N-bromosuccinimide are suspended in 150 ml tetrachloromethane, the suspension cooled to 4° C. and 23.9 g (61.2 mMol) of (4S,5S)-4,5-dibenzyloxymethyl-2-phenyl-1,3-dioxolan dissolved in 250 ml tetrachloromethane added dropwise at the same temperature over a period of 50 minutes. The cooling bath is removed, the reaction flask wrapped in aluminium foil and the reaction mixture stirred for 3 days at room temperature. The obtained orange coloured suspension is diluted with 1 liter... The reactants are C(C1=CC=CC=C1)OC(=O)N[C@@H]1CC[C@H](CC1)CN(C)C1CCN(CC1)C(=O)OC(C)(C)C (tert-butyl trans-4-[N-[4-(N-benzyloxycarbonylamino)cyclohexylmethyl]-N-methylamino]piperidine-1-carboxylate). The reagents and catalysts are [Pd] (Pd-C). The solvent is C(C)O (ethanol). Conditions: time 24 hour. The product is N[C@@H]1CC[C@H](CC1)CN(C)C1CCN(CC1)C(=O)OC(C)(C)C (tert-butyl trans-4-[N-(4-aminocyclohexylmethyl)-N-methylamino]piperidine-1-carboxylate). Isolated yield 87.9%. Reaction SMILES: C(OC([NH:11][C@H:12]1[CH2:17][CH2:16][C@H:15]([CH2:18][N:19]([CH:21]2[CH2:26][CH2:25][N:24]([C:27]([O:29][C:30]([CH3:33])([CH3:32])[CH3:31])=[O:28])[CH2:23][CH2:22]2)[CH3:20])[CH2:14][CH2:13]1)=O)C1C=CC=CC=1>[Pd].C(O)C>[NH2:11][C@H:12]1[CH2:17][CH2:16][C@H:15]([CH2:18][N:19]([CH:21]2[CH2:26][CH2:25][N:24]([C:27]([O:29][C:30]([CH3:33])([CH3:32])[CH3:31])=[O:28])[CH2:23][CH2:22]2)[CH3:20])[CH2:14][CH2:13]1. Procedure details: A mixture of tert-butyl trans-4-[N-[4-(N-benzyloxycarbonylamino)cyclohexylmethyl]-N-methylamino]piperidine-1-carboxylate (4.5 g), Pd-C (0.43 g) and ethanol (300 ml) was stirred vigorously for 24 hours under a hydrogen atmosphere. The catalyst was removed by filtration, and the filtrate was concentrated under reduced pressure. The precipitated crystals were collected by filtration. The crystals were washed with diethyl ether to obtain tert-butyl trans-4-[N-(4-aminocyclohexylmethyl)-N-methylamino]... Starting materials: BrC(C(=O)OC)C(=O)C1=CC(=CC=C1)C#N (methyl 2-bromo-3-(3-cyanophenyl)-3-oxopropionate), C(C1=CC=CC=C1)(=S)N (thiobenzamide). The solvent is C(C)O (ethanol). Run at temperature 80 celsius, time 24 hour. Product: C1(=CC=CC=C1)C=1SC(=C(N1)C1=CC(=CC=C1)C#N)C(=O)OC (2-phenyl-4-(3-cyanophenyl)-5-carbomethoxythiazole). The yield is 91.0%. RXN SMILES: Br[CH:2]([C:7]([C:9]1[CH:14]=[CH:13][CH:12]=[C:11]([C:15]#[N:16])[CH:10]=1)=O)[C:3]([O:5][CH3:6])=[O:4].[C:17]([NH2:25])(=[S:24])[C:18]1[CH:23]=[CH:22][CH:21]=[CH:20][CH:19]=1>C(O)C>[C:18]1([C:17]2[S:24][C:2]([C:3]([O:5][CH3:6])=[O:4])=[C:7]([C:9]3[CH:14]=[CH:13][CH:12]=[C:11]([C:15]#[N:16])[CH:10]=3)[N:25]=2)[CH:23]=[CH:22][CH:21]=[CH:20][CH:19]=1. Procedure: To a solution of methyl 2-bromo-3-(3-cyanophenyl)-3-oxopropionate from Example 7, Part C (0.51 g, 1.8 mmol) in 20 mL of absolute ethanol was added thiobenzamide (0.25 g, 1.8 mmol). The resulting mixture was stirred at 80° C. for 24 h. The reaction was allowed to cool and then was filtered. The solid was washed with ethanol and dried in vacuo to yield 0.53 g (91%) of the title compound. MS (ESI) 321.1 (M+H)+. The reactants are CCOC(C)=O, COc1cc(CCCCc2cc(OC)c(OC)c(OC)c2)cc(OC)c1OC, ClCCl, [O-][Cl+3]([O-])([O-])[O-], O=C(O)C(F)(F)F. Yields the product COc1cc2c(c(OC)c1OC)-c1c(cc(OC)c(OC)c1OC)CCCC2. As a reaction SMILES: [CH3:44][CH2:45][O:46][C:47](=[O:48])[CH3:49].[CH3:4][O:5][c:6]1[cH:7][c:8]([CH2:16][CH2:17][CH2:18][CH2:19][c:20]2[cH:21][c:22]([O:30][CH3:31])[c:23]([O:28][CH3:29])[c:24]([O:26][CH3:27])[cH:25]2)[cH:9][c:10]([O:14][CH3:15])[c:11]1[O:12][CH3:13].[Cl:1][CH2:2][Cl:3].[O-:39][Cl+3:40]([O-:41])([O-:42])[O-:43].[OH:32][C:33]([C:34]([F:35])([F:36])[F:37])=[O:38]>>[CH3:4][O:5][c:6]1[c:7]2[c:8]([cH:9][c:10]([O:14][CH3:15])[c:11]1[O:12][CH3:13])[CH2:16][CH2:17][CH2:18][CH2:19][c:20]1[c:21]-2[c:22]([O:30][CH3:31])[c:23]([O:28][CH3:29])[c:24]([O:26][CH3:27])[cH:25]1. The reactants are [H-].[Na+] (sodium hydride), C(CCCCCCCCCCCCCCC)(=O)Cl (palmitoyl chloride), C(CCCCCCCCCCCCCCC)(=O)Cl (palmitoyl chloride), C(CC(=O)C)(=O)OC (methyl acetoacetate). Solvent: O1CCCC1 (tetrahydrofuran), O1CCCC1 (tetrahydrofuran), O1CCCC1 (tetrahydrofuran). Run at time 1 hour. The product is O=C(CC(=O)OC)CCCCCCCCCCCCCCC (methyl 3-oxooctadecanoate). Yield: 50.0%. RXN SMILES: [H-].[Na+].[C:3]([O:9][CH3:10])(=[O:8])[CH2:4][C:5]([CH3:7])=[O:6].[C:11](Cl)(=O)[CH2:12][CH2:13][CH2:14][CH2:15][CH2:16][CH2:17][CH2:18][CH2:19][CH2:20][CH2:21][CH2:22][CH2:23][CH2:24]CC>O1CCCC1>[O:6]=[C:5]([CH2:7][CH2:24][CH2:23][CH2:22][CH2:21][CH2:20][CH2:19][CH2:18][CH2:17][CH2:16][CH2:15][CH2:14][CH2:13][CH2:12][CH3:11])[CH2:4][C:3]([O:9][CH3:10])=[O:8] |f:0.1|. Reported procedure: A dry tetrahydrofuran suspension (2 l) of 228 g (5.7 mol) of 60% sodium hydride was cooled to 0° C., and 1.8 l of a tetrahydrofuran solution of 638 g (5.5 mol) of methyl acetoacetate was added thereto dropwise, followed by stirring at room temperature for 1 hour. To the mixture was added dropwise 1.511 kg (5.5 mol) of palmitoyl chloride at 0 to 5° C. followed by stirring at room temperature overnight. After confirming disappearance of palmitoyl chloride by TLC, tetrahydrofuran was evaporated, an...